Dataset: the Open Reaction Database (ORD), a public repository of structured organic reaction records. Task: describe an organic reaction: reactants, conditions, products, and yield Reactants: N (ammonia), C([O-])([O-])=O.[K+].[K+] (Potassium carbonate), ClCC#N (Chloroacetonitrile), C(C)OC1=C(C=CC=C1)O (2-Ethoxyphenol). Run in C(C)O (ethanol), O (water), CC(=O)C (acetone). Run at time 30 minute. Product: C(C)OC1=C(OCC#N)C=CC=C1 ((2-Ethoxyphenoxy)methyl cyanide). The yield is 84.8%. RXN SMILES: C(=O)([O-])[O-].[K+].[K+].[CH2:7]([O:9][C:10]1[CH:15]=[CH:14][CH:13]=[CH:12][C:11]=1[OH:16])[CH3:8].Cl[CH2:18][C:19]#[N:20].N>C(O)C.O.CC(C)=O>[CH2:7]([O:9][C:10]1[CH:15]=[CH:14][CH:13]=[CH:12][C:11]=1[O:16][CH2:18][C:19]#[N:20])[CH3:8] |f:0.1.2|. Procedure details: Potassium carbonate (550 g, 3.98 mol) was added to acetone (1800 ml) and resulting suspension was stirred for 30 min. 2-Ethoxyphenol (460 g, 3.329 mol) was gradually added under stirring. The mixture was heated to reflux. Chloroacetonitrile (275 g, 3.642 mol) was added and the mixture was stirred under reflux for 24 hours. The reaction mixture was cooled down to room temperature. Solid was filtered off, washed with acetone (750 ml) and combined filtrates were evaporated to give oil. The oil was ... Starting materials: S(O)(O)(=O)=O (sulfuric acid), N[C@@H](CC(=O)O)C(=O)O (L-aspartic acid), N (ammonia). Run in CO (methanol). Reaction conditions: temperature 24 celsius, time 3.5 hour. Yields the product O.N[C@@H](CC(N)=O)C(=O)O (asparagine monohydrate). Reaction SMILES: S(=O)(=O)(O)[OH:2].[NH2:6][C@H:7]([C:12]([OH:14])=[O:13])[CH2:8][C:9](O)=[O:10].[NH3:15]>CO>[OH2:2].[NH2:6][C@H:7]([C:12]([OH:14])=[O:13])[CH2:8][C:9](=[O:10])[NH2:15] |f:4.5|. Procedure: A solution of 31.5 ml. sulfuric acid in 295 ml. methanol was treated with 66.5 g. L-aspartic acid, and heated at 40-45° C. for 4 hours. The solution was cooled to 24° C., and treated with 28% aqueous ammonia to a pH of 2.5. The mixture was concentrated under vacuum to a thick slurry. The slurry was treated with 750 ml. of 28% aqueous ammonia and 20 ml. water, and stirred at 24° C. for 3.5 hours. The mixture was concentrated under vacuum nearly to dryness, redissolved in 75 ml. water at 55° C., a... Reactants: OC=1C=C(C=CC1)CCCN1C(C2=CC=CC=C2C1=O)=O (2-[3-(3-hydroxyphenyl)propyl]isoindole-1,3-dione), C(C1=CC=CC=C1)OCCCOS(=O)(=O)C (methane sulfonic acid 3-benzyloxy-propyl ester). Product: C(C1=CC=CC=C1)OCCCOC=1C=C(C=CC1)CCCN1C(C2=CC=CC=C2C1=O)=O (2-(3-(3-(3-(benzyloxy)propoxy)phenyl)propyl)isoindoline-1,3-dione). RXN SMILES: [OH:1][C:2]1[CH:3]=[C:4]([CH2:8][CH2:9][CH2:10][N:11]2[C:19](=[O:20])[C:18]3[C:13](=[CH:14][CH:15]=[CH:16][CH:17]=3)[C:12]2=[O:21])[CH:5]=[CH:6][CH:7]=1.[CH2:22]([O:29][CH2:30][CH2:31][CH2:32]OS(C)(=O)=O)[C:23]1[CH:28]=[CH:27][CH:26]=[CH:25][CH:24]=1>>[CH2:22]([O:29][CH2:30][CH2:31][CH2:32][O:1][C:2]1[CH:3]=[C:4]([CH2:8][CH2:9][CH2:10][N:11]2[C:19](=[O:20])[C:18]3[C:13](=[CH:14][CH:15]=[CH:16][CH:17]=3)[C:12]2=[O:21])[CH:5]=[CH:6][CH:7]=1)[C:23]1[CH:28]=[CH:27][CH:26]=[CH:25][CH:24]=1. Reported procedure: Alkylation reaction of phenol 58 with methane sulfonic acid 3-benzyloxy-propyl ester gave 2-(3-(3-(3-(benzyloxy)propoxy)phenyl)propyl)isoindoline-1,3-dione as yellow oil. Yield (0.643 g, 44%): 1H NMR (400 MHz, DMSO-d6) δ 7.80-7.83 (m, 2H), 7.68-7.72 (m, 2H), 7.27-7.35 (m, 5H), 7.12-7.16 (m, 1H), 6.77 (d, J=7.6, 1H), 6.73 (s, 1H), 6.66 (d, J=8.0, 1H), 4.53 (s, 2H), 4.06 (t, J=6.0 Hz, 2H), 3.77 (t, J=6.2 Hz, 2H), 3.68 (t, J=5.0 Hz, 2H), 2.65 (t, J=7.8 Hz, 2H), 2.0-2.10 (m, 4H).